This data is from the Open Reaction Database (ORD), a public repository of structured organic reaction records. The task is: describe an organic reaction: reactants, conditions, products, and yield Starting materials: O=C([O-])[O-], CCOC(C)=O, COc1cc(N2CCN(C(=O)CCl)CC2)ccc1Cl, O=C1Nc2ccc(Cl)cc2CO1, [Cs+], [Cs+], CN(C)C=O. The product is COc1cc(N2CCN(C(=O)CN3C(=O)OCc4cc(Cl)ccc43)CC2)ccc1Cl. RXN SMILES: [C:32](=[O:33])([O-:34])[O-:35].[CH3:43][CH2:44][O:45][C:46]([CH3:47])=[O:48].[Cl:1][CH2:2][C:3](=[O:4])[N:5]1[CH2:6][CH2:7][N:8]([c:11]2[cH:12][c:13]([O:18][CH3:19])[c:14]([Cl:17])[cH:15][cH:16]2)[CH2:9][CH2:10]1.[Cl:20][c:21]1[cH:22][c:23]2[c:24]([cH:30][cH:31]1)[NH:25][C:26](=[O:29])[O:27][CH2:28]2.[Cs+:36].[Cs+:37].[O:38]=[CH:39][N:40]([CH3:41])[CH3:42]>>[CH2:2]([C:3](=[O:4])[N:5]1[CH2:6][CH2:7][N:8]([c:11]2[cH:12][c:13]([O:18][CH3:19])[c:14]([Cl:17])[cH:15][cH:16]2)[CH2:9][CH2:10]1)[N:25]1[c:24]2[c:23]([cH:22][c:21]([Cl:20])[cH:31][cH:30]2)[CH2:28][O:27][C:26]1=[O:29]. Reactants: C(#C)C=1C=C(C=CC1)C1OCCO1 (2-(3-Ethynylphenyl)-1,3-dioxolane), Cl (hydrochloric acid). Run in O (water). Conditions: temperature 60 celsius. Product: C(#C)C=1C=C(C=O)C=CC1 (3-Ethynylbenzaldehyde). Isolated yield 87.8%. As a reaction SMILES: [C:1]([C:3]1[CH:4]=[C:5]([CH:9]2OCC[O:10]2)[CH:6]=[CH:7][CH:8]=1)#[CH:2].Cl>O>[C:1]([C:3]1[CH:4]=[C:5]([CH:6]=[CH:7][CH:8]=1)[CH:9]=[O:10])#[CH:2]. Procedure: A multinecked, round bottom flask fitted with a mechanical stirrer, reflux condenser and thermometer, was charged 50.4 g (0.289 mol) of the product of Example XI, 400 ml of distilled water and 1 of concentrated hydrochloric acid. The mixture was heated to 60° C. and maintained at that temperature for about 4 hours and then cooled to room temperature which yielded the product as a yellow precipitate. The product was filtered, washed with distilled water and allowed to dry on the funnel overnight ...